From a dataset of the Open Reaction Database (ORD), a public repository of structured organic reaction records. describe an organic reaction: reactants, conditions, products, and yield Reactants: [H-].[Na+] (sodium hydride), [Br-].[Na+] (sodium bromide), C(CCCO)O (1,4-butandiol), C(CC(C)C)Br (isopentyl bromide). Run in COCCOC (1,2-dimethoxy ethane), COCCOC (1,2-dimethoxy ethane). Yields the product C(CC(C)C)OCCCCO (4-Isopentyloxy butanol). As a reaction SMILES: [H-].[Na+].[CH2:3]([OH:8])[CH2:4][CH2:5][CH2:6][OH:7].[CH2:9](Br)[CH2:10][CH:11]([CH3:13])[CH3:12].[Br-].[Na+]>COCCOC>[CH2:9]([O:7][CH2:6][CH2:5][CH2:4][CH2:3][OH:8])[CH2:10][CH:11]([CH3:13])[CH3:12] |f:0.1,4.5|. Procedure details: To 12.2 g (0.279 mol) of 55% sodium hydride dispersion in oil, suspended in 400 cc of absolute 1,2-dimethoxy ethane, there is added dropwise, under nitrogen, over the course of 20 minutes and while stirring, 360 g (0.40 mol) of 1,4-butandiol in 50 cc of absolute 1,2-dimethoxy ethane. The mixture is stirred at 60° C. for 3 hours, 40.2 g (0.266 mol) of isopentyl bromide are then added and the mixture is stirred at 60° for 22 hours. The resulting sodium bromide is suction filtered, washed with ethe... Reactants: NC1=CC2=C(C(CC(C(N2)=O)NC(COC)=O)(C)C)C=C1 (N-(8-Amino-5,5-dimethyl-2-oxo-2,3,4,5-tetrahydro-1H-1-benzazepin-3-yl)-2-methoxy-acetamide), ClC1=NC=C(C(=N1)NC1=C(C(=O)NCC#C)C=CC=C1F)Cl (2-(2,5-Dichloro-pyrimidin-4-ylamino)-3-fluoro-N-prop-2-ynyl-benzamide). The product is ClC=1C(=NC(=NC1)NC1=CC2=C(C(CC(C(N2)=O)NC(COC)=O)(C)C)C=C1)NC1=C(C(=O)NCC#C)C=CC=C1F (2-{5-Chloro-2-[3-(2-methoxy-acetylamino)-5,5-dimethyl-2-oxo-2,3,4,5-tetrahydro-1H-1-benzazepin-8-ylamino]-pyrimidin-4-ylamino}-3-fluoro-N-prop-2-ynyl-benzamide), solid. Isolated yield 54.0%. As a reaction SMILES: [NH2:1][C:2]1[CH:21]=[CH:20][C:5]2[C:6]([CH3:19])([CH3:18])[CH2:7][CH:8]([NH:12][C:13](=[O:17])[CH2:14][O:15][CH3:16])[C:9](=[O:11])[NH:10][C:4]=2[CH:3]=1.Cl[C:23]1[N:28]=[C:27]([NH:29][C:30]2[C:41]([F:42])=[CH:40][CH:39]=[CH:38][C:31]=2[C:32]([NH:34][CH2:35][C:36]#[CH:37])=[O:33])[C:26]([Cl:43])=[CH:25][N:24]=1>>[Cl:43][C:26]1[C:27]([NH:29][C:30]2[C:41]([F:42])=[CH:40][CH:39]=[CH:38][C:31]=2[C:32]([NH:34][CH2:35][C:36]#[CH:37])=[O:33])=[N:28][C:23]([NH:1][C:2]2[CH:21]=[CH:20][C:5]3[C:6]([CH3:19])([CH3:18])[CH2:7][CH:8]([NH:12][C:13](=[O:17])[CH2:14][O:15][CH3:16])[C:9](=[O:11])[NH:10][C:4]=3[CH:3]=2)=[N:24][CH:25]=1. Procedure: Title compound was prepared from N-(8-Amino-5,5-dimethyl-2-oxo-2,3,4,5-tetrahydro-1H-1-benzazepin-3-yl)-2-methoxy-acetamide and 2-(2,5-Dichloro-pyrimidin-4-ylamino)-3-fluoro-N-prop-2-ynyl-benzamide in an analogous manner to Example 1221d. Title compound was isolated as a white solid (60 mg, 54%) HPLC 99% purity, LCMS 596 (M+H), 1H-NMR (DMSO-d6, 400 MHz) δ 9.69 (s, 1H), 9.39 (s, 1H), 9.16 (s, 1H), 8.94 (t, 1H), 8.18 (s, 1H), 7.70 (d, J=8.1 Hz, 1H), 7.48-7.44 (m, 2H), 7.34-7.29 (m, 1H), 7.26 (d, J...